This data is from the Open Reaction Database (ORD), a public repository of structured organic reaction records. The task is: describe an organic reaction: reactants, conditions, products, and yield Reactants: BrC1=C(C=C(C(=O)OC)C=C1)C (methyl 4-bromo-3-methylbenzoate), C1CC(=O)N(C1=O)Br (NBS), α,α′-azoisobutyronitrile, O (water). Run in C(Cl)(Cl)Cl (CHCl3). Conditions: temperature 70 celsius, time 2 day. Yields the product BrC1=C(C=C(C(=O)OC)C=C1)CBr (Methyl 4-bromo-3-(bromomethyl)benzoate). Reaction SMILES: [Br:1][C:2]1[CH:11]=[CH:10][C:5]([C:6]([O:8][CH3:9])=[O:7])=[CH:4][C:3]=1[CH3:12].C1C(=O)N([Br:20])C(=O)C1.O>C(Cl)(Cl)Cl>[Br:1][C:2]1[CH:11]=[CH:10][C:5]([C:6]([O:8][CH3:9])=[O:7])=[CH:4][C:3]=1[CH2:12][Br:20]. Procedure details: Under N2, to a solution of methyl 4-bromo-3-methylbenzoate (Aldrich 532878, 50 g; 218.27 mmol; 1 eq.) in CHCl3 (1 000 mL) were added NBS (46.62 g; 261.93 mmol; 1.20 eq.) in one portion and α,α′-azoisobutyronitrile (0.72 g; 4.37 mmol; 0.02 eq.). The mixture was stirred at 70° C. for 2 days. The reaction mixture was cooled to RT and water (500 mL) was added. The organic layer was washed with 50 mL NaHCO3 sat. solution, water (340 mL), then brine (500 mL), dried over MgSO4 and concentrated affordin... Starting materials: OCC(CC1=CC=C(C=C1)C1=NC=CC=C1S(=O)(=O)NC1=NC=C(N=C1OC)C)C (2-[4-(3-hydroxy-2-methylpropyl)phenyl]-N-(3-methoxy-5-methylpyrazin-2-yl)pyridine-3-sulphonamide), C(C)(=O)O (acetic acid), C(O)([O-])=O.[Na+] (sodium hydrogen carbonate). The solvent is C(C)(=O)OC(C)=O (acetic anhydride). The product is C(C)(=O)OCC(CC1=CC=C(C=C1)C1=NC=CC=C1S(=O)(=O)NC1=NC=C(N=C1OC)C)C (2-[4-(3-acetoxy-2-methylpropyl)phenyl]-N-(3-methoxy-5-methylpyrazin-2-yl)pyridine-3-sulphonamide). As a reaction SMILES: [OH:1][CH2:2][CH:3]([CH3:30])[CH2:4][C:5]1[CH:10]=[CH:9][C:8]([C:11]2[C:16]([S:17]([NH:20][C:21]3[C:26]([O:27][CH3:28])=[N:25][C:24]([CH3:29])=[CH:23][N:22]=3)(=[O:19])=[O:18])=[CH:15][CH:14]=[CH:13][N:12]=2)=[CH:7][CH:6]=1.C(=O)([O-])O.[Na+].[C:36](O)(=[O:38])[CH3:37]>C(OC(=O)C)(=O)C>[C:36]([O:1][CH2:2][CH:3]([CH3:30])[CH2:4][C:5]1[CH:10]=[CH:9][C:8]([C:11]2[C:16]([S:17]([NH:20][C:21]3[C:26]([O:27][CH3:28])=[N:25][C:24]([CH3:29])=[CH:23][N:22]=3)(=[O:19])=[O:18])=[CH:15][CH:14]=[CH:13][N:12]=2)=[CH:7][CH:6]=1)(=[O:38])[CH3:37] |f:1.2|. Reported procedure: 2-[4-(3-hydroxy-2-methylpropyl)phenyl]-N-(3-methoxy-5-methylpyrazin-2-yl)pyridine-3-sulphonamide from Example 19 (100 mg) was heated in a mixture of acetic acid (0.5 ml) and acetic anhydride (0.5 ml) to 80° C. for 10 minutes and allowed to cool to ambient temperature. After 16 hours excess saturated aqueous sodium hydrogen carbonate was added cautiously and the product extracted into ethyl acetate (3×20 ml). The combined organic extract was dried (MgSO4) and evaporated. The residue was purifed b...